From a dataset of the Open Reaction Database (ORD), a public repository of structured organic reaction records. describe an organic reaction: reactants, conditions, products, and yield The reactants are C(=O)C1=CC=C(C=C1)C1=C(C=CC=C1)Cl (4-formyl-(2′-chloro-1,1′-biphenyl)), S1C(NC(C1)=O)=O (2,4-thiazolidinedione), N1CCCCC1 (piperidine), C(C1=CC=CC=C1)(=O)O (benzoic acid). The solvent is C1(=CC=CC=C1)C (toluene), O (water). Product: ClC1=C(C=CC=C1)C1=CC=C(C=C2C(NC(S2)=O)=O)C=C1 (5-(4-(2-chlorophenyl)benzylidene)thiazolidine-2,4-dione). As a reaction SMILES: [CH:1]([C:3]1[CH:8]=[CH:7][C:6]([C:9]2[CH:14]=[CH:13][CH:12]=[CH:11][C:10]=2[Cl:15])=[CH:5][CH:4]=1)=O.[S:16]1[CH2:20][C:19](=[O:21])[NH:18][C:17]1=[O:22].N1CCCCC1.C(O)(=O)C1C=CC=CC=1>C1(C)C=CC=CC=1.O>[Cl:15][C:10]1[CH:11]=[CH:12][CH:13]=[CH:14][C:9]=1[C:6]1[CH:7]=[CH:8][C:3]([CH:1]=[C:20]2[S:16][C:17](=[O:22])[NH:18][C:19]2=[O:21])=[CH:4][CH:5]=1. Procedure: To a solution of 4-formyl-(2′-chloro-1,1′-biphenyl) (0.12 g, 0.55 mmol) and 2,4-thiazolidinedione (0.08 g, 0.65 mmol) in toluene (10 mL) were added piperidine (0.008 mL, 0.073 mMol) and benzoic acid (0.011 mg, 0.08 mmol), and the reaction was refluxed for 4 h with continuous removal of water. The solvent was then distilled off and the oily residue obtained was purified by chromatography on silica-gel using hexane: ethyl acetate (3:1) as the eluent to yield titled product. Starting materials: CC(C)O, Cl, OCC1Cc2ccsc2CN1C(=S)Nc1cccc2cnccc12. Yields the product c1cc(N=C2SCC3Cc4ccsc4CN23)c2ccncc2c1. Reaction SMILES: [CH:25]([OH:26])([CH3:27])[CH3:28].[ClH:29].[OH:1][CH2:2][CH:3]1[CH2:4][c:5]2[c:6]([s:22][cH:23][cH:24]2)[CH2:7][N:8]1[C:9]([NH:10][c:11]1[c:12]2[cH:13][cH:14][n:15][cH:16][c:17]2[cH:18][cH:19][cH:20]1)=[S:21]>>[CH2:2]1[CH:3]2[CH2:4][c:5]3[c:6]([s:22][cH:23][cH:24]3)[CH2:7][N:8]2[C:9](=[N:10][c:11]2[c:12]3[cH:13][cH:14][n:15][cH:16][c:17]3[cH:18][cH:19][cH:20]2)[S:21]1. Product: CNC1=CC2=C(N3C(S2)=NC(=C3)C3=CC=CC=C3)C=C1 (7-methylamino-2-phenylimidazo-[2,1-b]benzothiazole). Reported procedure: To 50 ml of ethanol were added 500 mg of 7-amino-2-phenylimidazo[2,1-b]benzothiazole, 265 mg of methyl iodide and 260 mg of potassium carbonate anhydride and while stirring vigorously, the mixture was refluxed for 2 days. The reaction mixture was cooled and then concentrated under reduced pressure. The residue was extracted with 50 ml of ethyl acetate and the extract was washed with water, dried with anhydrous magnesium sulfate, and then the extract was concentrated under reduced pressure. The r... Yield: 9.6%. Solvent: C(C)O (ethanol). Reactants: NC1=CC2=C(N3C(S2)=NC(=C3)C3=CC=CC=C3)C=C1 (7-amino-2-phenylimidazo[2,1-b]benzothiazole), CI (methyl iodide), potassium carbonate anhydride. RXN SMILES: [NH2:1][C:2]1[CH:19]=[CH:18][C:5]2[N:6]3[CH:11]=[C:10]([C:12]4[CH:17]=[CH:16][CH:15]=[CH:14][CH:13]=4)[N:9]=[C:7]3[S:8][C:4]=2[CH:3]=1.[CH3:20]I>C(O)C>[CH3:20][NH:1][C:2]1[CH:19]=[CH:18][C:5]2[N:6]3[CH:11]=[C:10]([C:12]4[CH:17]=[CH:16][CH:15]=[CH:14][CH:13]=4)[N:9]=[C:7]3[S:8][C:4]=2[CH:3]=1. Reactants: C(=O)([O-])[O-].[K+].[K+] (K2CO3), C(C)N(C(CCl)=O)CC (N,N-diethylchloroacetamide), CN(C)C=O (DMF), ClC1=C(C(=O)OC)C=CC(=C1O)S(=O)(=O)CC (methyl 2-chloro-3-hydroxy-4-ethylsulfonylbenzoate). Yields the product ClC1=C(C(=O)OC)C=CC(=C1OCC(=O)N(CC)CC)S(=O)(=O)CC (methyl 2-chloro-3-(N,N-diethylaminocarbonylmethoxy) -4-ethylsulfonylbenzoate). Reported procedure: 0.922 g (7.2 mmol) of K2CO3, 0.179 g (1.10 mmol) of Kl and 0.644 g (4.3 mmol) of N,N-diethylchloroacetamide were introduced into 30 ml of DMF. 1.000 g (3.6 mmol) of methyl 2-chloro-3-hydroxy-4-ethylsulfonylbenzoate were added at RT and the mixture was then heated for 7 hours at 120° C. The mixture was then poured into water and extracted with diisopropyl ether. The organic phases were washed with water, dried over Na2SO4 and concentrated completely. Chromatography on silica gel (eluent: n-heptan... RXN SMILES: C([O-])([O-])=O.[K+].[K+].[CH2:7]([N:9]([CH2:14][CH3:15])[C:10](=[O:13])[CH2:11]Cl)[CH3:8].CN(C=O)C.[Cl:21][C:22]1[C:31]([OH:32])=[C:30]([S:33]([CH2:36][CH3:37])(=[O:35])=[O:34])[CH:29]=[CH:28][C:23]=1[C:24]([O:26][CH3:27])=[O:25]>O>[Cl:21][C:22]1[C:31]([O:32][CH2:11][C:10]([N:9]([CH2:14][CH3:15])[CH2:7][CH3:8])=[O:13])=[C:30]([S:33]([CH2:36][CH3:37])(=[O:35])=[O:34])[CH:29]=[CH:28][C:23]=1[C:24]([O:26][CH3:27])=[O:25] |f:0.1.2|. Reaction conditions: temperature 120 celsius. Solvent: O (water).